From a dataset of the Open Reaction Database (ORD), a public repository of structured organic reaction records. describe an organic reaction: reactants, conditions, products, and yield The reactants are C(CCC)=C1C(N(C(S1)=O)CCCCOC=1C=2N(C=CC1)C=C(N2)C2=CC=CC=C2)=O (5-butylidene-3-[4-(2-phenylimidazo[1,2-a]pyridin-8-yloxy)butyl]thiazolidine-2,4-dione), Cl (hydrochloric acid). Run in CO (methanol). Yields the product Cl.C(CCC)=C1C(N(C(S1)=O)CCCCOC=1C=2N(C=CC1)C=C(N2)C2=CC=CC=C2)=O (5-butylidene-3-[4-(2-phenylimidazo[1,2-a]pyridin-8-yloxy)butyl]thiazolidine-2,4-dione hydrochloride). Reaction SMILES: [CH:1](=[C:5]1[S:9][C:8](=[O:10])[N:7]([CH2:11][CH2:12][CH2:13][CH2:14][O:15][C:16]2[C:17]3[N:18]([CH:22]=[C:23]([C:25]4[CH:30]=[CH:29][CH:28]=[CH:27][CH:26]=4)[N:24]=3)[CH:19]=[CH:20][CH:21]=2)[C:6]1=[O:31])[CH2:2][CH2:3][CH3:4].[ClH:32]>CO>[ClH:32].[CH:1](=[C:5]1[S:9][C:8](=[O:10])[N:7]([CH2:11][CH2:12][CH2:13][CH2:14][O:15][C:16]2[C:17]3[N:18]([CH:22]=[C:23]([C:25]4[CH:30]=[CH:29][CH:28]=[CH:27][CH:26]=4)[N:24]=3)[CH:19]=[CH:20][CH:21]=2)[C:6]1=[O:31])[CH2:2][CH2:3][CH3:4] |f:3.4|. Reported procedure: To a solution of 1.70 g (3.90 mmol) of 5-butylidene-3-[4-(2-phenylimidazo[1,2-a]pyridin-8-yloxy)butyl]thiazolidine-2,4-dione in 20 ml of methanol, 0.4 ml of concentrated hydrochloric acid was added. After the solvent was distilled off, the residue was washed with diethyl ether to yield 1.80 g (97.7%, yellow solid) of the desired product. The reactants are I(=O)(=O)(=O)[O-] (periodate), C(C1=CC=CC=C1)OC=1C(=CC=C2C=CC=NC12)CC=O ((8-benzyloxy-quinolin-7-yl)-acetaldehyde), solution, C1(=CC=CC=C1)[Mg]Br (phenylmagnesium bromide). Run in O1CCCC1 (tetrahydrofuran), C1CCOC1 (THF). Reaction conditions: temperature -78 celsius, time 1 hour. Yields the product C(C1=CC=CC=C1)OC=1C(=CC=C2C=CC=NC12)CC(O)C1=CC=CC=C1 (2-[8-(Benzyloxy)quinolin-7-yl]-1-phenylethanol). The yield is 34.0%. Reaction SMILES: I([O-])(=O)(=O)=O.[CH2:6]([O:13][C:14]1[C:15]([CH2:24][CH:25]=[O:26])=[CH:16][CH:17]=[C:18]2[C:23]=1[N:22]=[CH:21][CH:20]=[CH:19]2)[C:7]1[CH:12]=[CH:11][CH:10]=[CH:9][CH:8]=1.[C:27]1([Mg]Br)[CH:32]=[CH:31][CH:30]=[CH:29][CH:28]=1>O1CCCC1>[CH2:6]([O:13][C:14]1[C:15]([CH2:24][CH:25]([C:27]2[CH:32]=[CH:31][CH:30]=[CH:29][CH:28]=2)[OH:26])=[CH:16][CH:17]=[C:18]2[C:23]=1[N:22]=[CH:21][CH:20]=[CH:19]2)[C:7]1[CH:8]=[CH:9][CH:10]=[CH:11][CH:12]=1. Procedure: To a stirring solution of 3-[8-(benzyloxy)quinolin-7-yl]propane-1,2-diol (8.08 mmol) in tetrahydrofuran (60 mL) and water (20 mL) in a round bottom flask was added sodium (meta)periodate (8.08 mmol, 1.0 eq.) all at once and the resulting solution was stirred for 30 min. The tetrahydrofuran was then removed by rotary evaporation at room temperature (elevated temperatures will result in decomposition of the product) and the resulting heterogeneous mixture was diluted with water (40 mL) and washed ...